Dataset: the Open Reaction Database (ORD), a public repository of structured organic reaction records. Task: describe an organic reaction: reactants, conditions, products, and yield Starting materials: ClC1=C(C=CC=C1)C(F)(F)F (2-chlorobenzotrifluoride), [Al+3].[Cl-].[Cl-].[Cl-] (AlCl3), FC1=CC=CC=C1 (fluorobenzene). Yields the product FC1=CC=C(C=C1)C(Cl)(Cl)C1=C(C=CC=C1)Cl (4-fluorophenyl-2-chlorophenyl-dichloromethane). RXN SMILES: [Cl:1][C:2]1[CH:7]=[CH:6][CH:5]=[CH:4][C:3]=1[C:8](F)(F)F.[Al+3].[Cl-:13].[Cl-:14].[Cl-].[F:16][C:17]1[CH:22]=[CH:21][CH:20]=[CH:19][CH:18]=1>>[F:16][C:17]1[CH:22]=[CH:21][C:20]([C:8]([C:3]2[CH:4]=[CH:5][CH:6]=[CH:7][C:2]=2[Cl:1])([Cl:14])[Cl:13])=[CH:19][CH:18]=1 |f:1.2.3.4|. Procedure details: From 2-chlorobenzotrifluoride (180 mg, 1 mmol), AlCl3 (400 mg, 3 mmol) and fluorobenzene (96 mg, 1 mmol), light yellow oil (380 mg, 131% crude). Reactants: O (water), C(C)C1=C(C(=CC=C1)C)N (2-Ethyl-6-methyl-phenylamine), BrBr (bromine). Run in Cl (hydrochloric acid). The product is BrC1=CC(=C(C(=C1)C)N)CC (4-Bromo-2-ethyl-6-methyl-phenylamine). RXN SMILES: [CH2:1]([C:3]1[CH:8]=[CH:7][CH:6]=[C:5]([CH3:9])[C:4]=1[NH2:10])[CH3:2].O.[Br:12]Br>Cl>[Br:12][C:7]1[CH:6]=[C:5]([CH3:9])[C:4]([NH2:10])=[C:3]([CH2:1][CH3:2])[CH:8]=1. Procedure: 2-Ethyl-6-methyl-phenylamine (14 mL, 100 mmol) was dissolved in concentrated hydrochloric acid (30 mL) and water (220 mL) and cooled to 0° C. To this was added bromine (5.1 mL, 1 equiv.) dropwise. There was rapid formation of a white precipitate. The precipitate was filtered and washed with diethyl ether. The precipitate was suspended in water and neutralized with aqueous potassium carbonate. An oil formed which was extracted into diethyl ether. The ethereal was dried over potassium carbonate, f... As a reaction SMILES: [C:1]([CH3:2])(=[O:3])[c:4]1[cH:5][c:6]2[c:10]([cH:11][cH:12]1)[NH:9][C:8](=[O:13])[CH2:7]2.[CH2:26]1[CH2:27][CH2:28][NH:29][CH2:30][CH2:31]1.[CH3:14][c:15]1[c:16]([CH:24]=[O:25])[nH:17][c:18]2[cH:19][cH:20][cH:21][cH:22][c:23]12.[CH3:32][CH2:33][OH:34]>>[C:1]([CH3:2])(=[O:3])[c:4]1[cH:5][c:6]2[c:10]([cH:11][cH:12]1)[NH:9][C:8](=[O:13])[C:7]2=[CH:24][c:16]1[c:15]([CH3:14])[c:23]2[c:18]([nH:17]1)[cH:19][cH:20][cH:21][cH:22]2. The product is CC(=O)c1ccc2c(c1)C(=Cc1[nH]c3ccccc3c1C)C(=O)N2. The reactants are CC(=O)c1ccc2c(c1)CC(=O)N2, C1CCNCC1, Cc1c(C=O)[nH]c2ccccc12, CCO. The reactants are [Na+], c1cnc2c(c1)OCC2, [OH-], O, O=[N+]([O-])O, O=S(=O)(O)O. Yields the product O=[N+]([O-])c1ccc2c(n1)CCO2. RXN SMILES: [Na+:15].[O:1]1[CH2:2][CH2:3][c:4]2[n:5][cH:6][cH:7][cH:8][c:9]21.[OH-:14].[OH2:21].[OH:10][N+:11]([O-:12])=[O:13].[S:16](=[O:17])(=[O:18])([OH:19])[OH:20]>>[O:1]1[CH2:2][CH2:3][c:4]2[n:5][c:6]([N+:11](=[O:10])[O-:12])[cH:7][cH:8][c:9]21.